describe an organic reaction: reactants, conditions, products, and yield From a dataset of the Open Reaction Database (ORD), a public repository of structured organic reaction records. The reactants are OC=1C=C(C=CC1)NC1=NC=C(C(=N1)NC1=CC(=CC=C1)O)F (N2,N4-bis(3-hydroxyphenyl)-5-fluoro-2,4-pyrimidinediamine), ClC1=NC=C(C(=N1)Cl)C (2,4-dichloro-5-methylpyrimidine), OC=1C=C(N)C=CC1 (3-hydroxyaniline). Product: OC=1C=C(C=CC1)NC1=NC=C(C(=N1)NC1=CC(=CC=C1)O)C (N2,N4-bis(3-hydroxyphenyl)-5-methyl-2,4-pyrimidinediamine). RXN SMILES: [OH:1][C:2]1[CH:3]=[C:4]([NH:8][C:9]2[N:14]=[C:13]([NH:15][C:16]3[CH:21]=[CH:20][CH:19]=[C:18]([OH:22])[CH:17]=3)[C:12](F)=[CH:11][N:10]=2)[CH:5]=[CH:6][CH:7]=1.Cl[C:25]1N=C(Cl)C(C)=CN=1.OC1C=C(C=CC=1)N>>[OH:1][C:2]1[CH:3]=[C:4]([NH:8][C:9]2[N:14]=[C:13]([NH:15][C:16]3[CH:21]=[CH:20][CH:19]=[C:18]([OH:22])[CH:17]=3)[C:12]([CH3:25])=[CH:11][N:10]=2)[CH:5]=[CH:6][CH:7]=1. Procedure: In a manner analogous to the preparation of N2,N4-bis(3-hydroxyphenyl)-5-fluoro-2,4-pyrimidinediamine, the reaction of 2,4-dichloro-5-methylpyrimidine with 3-hydroxyaniline gave N2,N4-bis(3-hydroxyphenyl)-5-methyl-2,4-pyrimidinediamine. LCMS: ret. time: 16.76 min.; purity: 100%, MS (m/e): 309 (MH+). Reactants: CCCCCCCCBr, Cl, [K+], [K+], O=C([O-])[O-], CN(C)C=O, O=C(Nc1ccc(O)cc1O)C(F)(F)F. The product is CCCCCCCCOc1ccc(NC(=O)C(F)(F)F)c(O)c1. RXN SMILES: [Br:22][CH2:23][CH2:24][CH2:25][CH2:26][CH2:27][CH2:28][CH2:29][CH3:30].[ClH:31].[K+:16].[K+:17].[O-:18][C:19]([O-:20])=[O:21].[O:32]=[CH:33][N:34]([CH3:35])[CH3:36].[OH:1][c:2]1[c:3]([NH:9][C:10]([C:11]([F:12])([F:13])[F:14])=[O:15])[cH:4][cH:5][c:6]([OH:8])[cH:7]1>>[OH:1][c:2]1[c:3]([NH:9][C:10]([C:11]([F:12])([F:13])[F:14])=[O:15])[cH:4][cH:5][c:6]([O:8][CH2:23][CH2:24][CH2:25][CH2:26][CH2:27][CH2:28][CH2:29][CH3:30])[cH:7]1. Reactants: BrC1=C2CCN=C(C2=CC=C1)C1=CC=C(C=C1)C(F)(F)F (5-bromo-1-(4-(trifluoromethyl)phenyl)-3,4-dihydroisoquinoline), CO (MeOH), [BH4-].[Na+] (sodium borohydride). The solvent is O (water). Reaction conditions: time 1 hour. Product: BrC1=C2CCNC(C2=CC=C1)C1=CC=C(C=C1)C(F)(F)F (5-bromo-1-(4-(trifluoromethyl)phenyl)-1,2,3,4-tetrahydroisoquinoline). RXN SMILES: [Br:1][C:2]1[CH:11]=[CH:10][CH:9]=[C:8]2[C:3]=1[CH2:4][CH2:5][N:6]=[C:7]2[C:12]1[CH:17]=[CH:16][C:15]([C:18]([F:21])([F:20])[F:19])=[CH:14][CH:13]=1.CO.[BH4-].[Na+]>O>[Br:1][C:2]1[CH:11]=[CH:10][CH:9]=[C:8]2[C:3]=1[CH2:4][CH2:5][NH:6][CH:7]2[C:12]1[CH:17]=[CH:16][C:15]([C:18]([F:19])([F:20])[F:21])=[CH:14][CH:13]=1 |f:2.3|. Procedure: To a 100 mL round-bottomed flask was added 5-bromo-1-(4-(trifluoromethyl)-phenyl)-3,4-dihydroisoquinoline (1.18 g, 3332 μmol, from step 2), MeOH (5 mL), sodium borohydride (117 μL, 3332 μmol, Aldrich). The reaction mixture was stirred at RT for 1 h. The reaction mixture was diluted with water (30 mL) and extracted with EtOAc (2×40 mL). The organic extract was washed with water (20 mL), saturated NaCl (20 mL), dried over Na2SO4, filtered and concentrated in vacuo and the residue was purified by s... Starting materials: ClC=1C=NC=CC1 (3-chloropyridine), C(C)(C)(C)OC(=O)N1C2CC(CC1CC2)=O (3-Oxo-8-aza-bicyclo[3.2.1]octane-8-carboxylic acid tert-butyl ester), [Cl-].[NH4+] (ammonium chloride), C(CCC)[Li] (n-Butyl lithium), C(C)(C)NC(C)C (diisopropylamine). The solvent is C1CCOC1 (THF), C1CCOC1 (THF), C(C)(=O)OCC (ethyl acetate), C1CCOC1 (THF). Reaction conditions: temperature 0 celsius, time 30 minute. The product is C(C)(C)(C)OC(=O)N1C2CC(CC1CC2)(O)C2=C(C=NC=C2)Cl (3-(3-Chloro-pyridin-4-yl)-3-hydroxy-8-aza-bicyclo[3.2.1]octane-8-carboxylic acid tert-butyl ester). Yield: 11.4%. RXN SMILES: C([Li])CCC.C(NC(C)C)(C)C.[Cl:13][C:14]1[CH:15]=[N:16][CH:17]=[CH:18][CH:19]=1.[C:20]([O:24][C:25]([N:27]1[CH:32]2[CH2:33][CH2:34][CH:28]1[CH2:29][C:30](=[O:35])[CH2:31]2)=[O:26])([CH3:23])([CH3:22])[CH3:21].[Cl-].[NH4+]>C1COCC1.C(OCC)(=O)C>[C:20]([O:24][C:25]([N:27]1[CH:32]2[CH2:33][CH2:34][CH:28]1[CH2:29][C:30]([C:19]1[CH:18]=[CH:17][N:16]=[CH:15][C:14]=1[Cl:13])([OH:35])[CH2:31]2)=[O:26])([CH3:23])([CH3:21])[CH3:22] |f:4.5|. Reported procedure: n-Butyl lithium (2.5M, 3.88 mL, 9.7 mmol) was added dropwise to a solution of diisopropylamine (1.43 mL, 10.13 mmol) in THF (20 mL) at −78° C. under nitrogen, warmed to 0° C., stirred for 30 minutes then re-cooled to −78° C. This was then added to a solution of 3-chloropyridine (0.83 mL, 8.81 mmol) in THF (12 mL) and stirred for 1.5 hours. 3-Oxo-8-aza-bicyclo[3.2.1]octane-8-carboxylic acid tert-butyl ester (1.98 g, 8.81 mmol) in THF (12 mL) was added, the reaction mixture warmed to room temperat... Reactants: C(C(=O)Cl)(=O)Cl (Oxalyl chloride), C1(CCCC1)C(=O)O (cyclopentanecarboxylic acid), N1=CC=CC=C1 (pyridine), CNOC (N,O-dimethylhydroxylamine). The reagents and catalysts are CN(C=O)C (dimethylformamide). Run in ClCCl (dichloromethane). Reaction conditions: time 2 hour. The product is C1(CCCC1)C(=O)N(OC)C (N-Cyclopentanecarbonyl-N,O-dimethylhydroxylamine). RXN SMILES: C(Cl)(=O)C(Cl)=O.[CH:7]1([C:12]([OH:14])=O)[CH2:11][CH2:10][CH2:9][CH2:8]1.[CH3:15][NH:16][O:17][CH3:18].N1C=CC=CC=1>CN(C)C=O.ClCCl>[CH:7]1([C:12]([N:16]([CH3:15])[O:17][CH3:18])=[O:14])[CH2:11][CH2:10][CH2:9][CH2:8]1. Procedure details: Oxalyl chloride (7.5 ml, 85 mmol) was added dropwise to a stirred solution of cyclopentanecarboxylic acid (4.56 g, 40 mmol) and dimethylformamide (2 drops) in dichloromethane (20 ml) under nitrogen at room temperature. After 2 hours, the reaction mixture was evaporated under reduced pressure and the residual oxalyl chloride removed azeotropically using dichloromethane. The resulting oil was dissolved in dichloromethane (50 ml) and N,O-dimethylhydroxylamine (4.3 g, 44 mmol) added portionwise to t... Reactants: C1(=CC=CC=C1)P(OCC)OCC (diethyl phenylphosphonite), COC1=CC=C(C=C1)O (4-methoxyphenol), C(C)O (ethanol). Reaction conditions: temperature 160 celsius. Product: C1(=CC=CC=C1)P(OCC)OC1=CC=C(C=C1)OC (monoethyl mono-4-methoxyphenyl phenylphosphonite). RXN SMILES: [C:1]1([P:7]([O:11][CH2:12][CH3:13])[O:8][CH2:9][CH3:10])[CH:6]=[CH:5][CH:4]=[CH:3][CH:2]=1.[CH3:14][O:15][C:16]1[CH:21]=CC(O)=[CH:18][CH:17]=1.C(O)C>>[C:1]1([P:7]([O:11][C:12]2[CH:18]=[CH:17][C:16]([O:15][CH3:14])=[CH:21][CH:13]=2)[O:8][CH2:9][CH3:10])[CH:6]=[CH:5][CH:4]=[CH:3][CH:2]=1. Procedure: 99 g (0.5 mol) of diethyl phenylphosphonite and 62 g (0.5 mol) of 4-methoxyphenol were mixed and heated with stirring at 415 mbar. Ethanol distilled off at 115° C. via a small column. The temperature was then increased stepwise to 160° C., and the vacuum was simultaneously increased to 70 mbar. In total, 21.5 g (0.467 mol) of ethanol distilled off. The batch was then cooled and distilled. After a first fraction of 29 g, which essentially contained the unreacted starting materials, 103 g were obt... Reactants: ClC=1C=C(C=CC1)CN1C(=CC2=C(C=CC=C12)O)CC (1-[(3-chlorophenyl)methyl]-2-ethyl-4-hydroxy-1H-indole), [H-].[Na+] (NaH), BrCC(=O)OC (methyl bromoacetate). Product: COC(COC1=C2C=C(N(C2=CC=C1)CC1=CC(=CC=C1)Cl)CC)=O ([[1-[(3-chlorophenyl)methyl]-2-ethyl-1H-indol-4-yl]oxy]acetic acid methyl ester). The yield is 64.9%. RXN SMILES: [Cl:1][C:2]1[CH:3]=[C:4]([CH2:8][N:9]2[C:17]3[C:12](=[C:13]([OH:18])[CH:14]=[CH:15][CH:16]=3)[CH:11]=[C:10]2[CH2:19][CH3:20])[CH:5]=[CH:6][CH:7]=1.[H-].[Na+].Br[CH2:24][C:25]([O:27][CH3:28])=[O:26]>>[CH3:28][O:27][C:25](=[O:26])[CH2:24][O:18][C:13]1[CH:14]=[CH:15][CH:16]=[C:17]2[C:12]=1[CH:11]=[C:10]([CH2:19][CH3:20])[N:9]2[CH2:8][C:4]1[CH:5]=[CH:6][CH:7]=[C:2]([Cl:1])[CH:3]=1 |f:1.2|. Procedure: Using the procedure described in Example 1, Part E, 1-[(3-chlorophenyl)methyl]-2-ethyl-4-hydroxy-1H-indole (512 mg, 1.8 mmol) was treated with 72 mg (1.8 mmol) of 60% NaH/mineral oil and then 0.17 mL (1.8 mmol) of methyl bromoacetate. The product was purified by chromatography over silica gel eluting with 20% EtOAc/hexane, to give 418 mg (65% yield) of [[1-[(3-chlorophenyl)methyl]-2-ethyl-1H-indol-4-yl]oxy]acetic acid methyl ester, mp, 85°-90° C. Reactants: [Br-].C(C)OC(=O)CCC[P+](C1=CC=CC=C1)(C1=CC=CC=C1)C1=CC=CC=C1 (3-ethoxycarbonylpropyltriphenylphosphonium bromide), FC1=C(C=CC=C1F)[C@@H]1CC[C@H](CC1)C=O (trans-4-(2,3-difluorophenyl)cyclohexanecarbaldehyde), O1CCCC1 (tetrahydrofuran), C[Si](C)(C)[N-][Si](C)(C)C.[Na+].O1CCCC1 (sodium bis(trimethylsilyl)amide tetrahydrofuran). The solvent is CCOCC (Ether). The product is FC1=C(C=CC=C1F)[C@@H]1CC[C@H](CC1)C=CCCC(=O)OCC (2,3-difluoro-1-[trans-4-(4-ethoxycarbonyl-1-butenyl)cyclohexyl]benzene). Isolated yield 62.0%. Reaction SMILES: [Br-].[CH2:2]([O:4][C:5]([CH2:7][CH2:8][CH2:9][P+](C1C=CC=CC=1)(C1C=CC=CC=1)C1C=CC=CC=1)=[O:6])[CH3:3].[F:29][C:30]1[C:35]([F:36])=[CH:34][CH:33]=[CH:32][C:31]=1[C@H:37]1[CH2:42][CH2:41][C@H:40]([CH:43]=O)[CH2:39][CH2:38]1.O1CCCC1.C[Si]([N-][Si](C)(C)C)(C)C.[Na+].O1CCCC1>CCOCC>[F:29][C:30]1[C:35]([F:36])=[CH:34][CH:33]=[CH:32][C:31]=1[C@H:37]1[CH2:38][CH2:39][C@H:40]([CH:43]=[CH:9][CH2:8][CH2:7][C:5]([O:4][CH2:2][CH3:3])=[O:6])[CH2:41][CH2:42]1 |f:0.1,4.5.6|. Procedure details: First, 25.7 g of 3-ethoxycarbonylpropyltriphenylphosphonium bromide, 10.1 g of trans-4-(2,3-difluorophenyl)cyclohexanecarbaldehyde, and 150 ml of dry tetrahydrofuran were placed in a 300 ml flask. Then, 56.3 ml of 1.0M sodium bis(trimethylsilyl)amide/tetrahydrofuran solution was added dropwise to the reaction mixture at -70° C. to -60° C. The reaction mixture was stirred while being allowed to warm to room temperature over 6 hours. Ether was added to the reaction mixture. The ether solution was ... Starting materials: CCOC(=O)Cc1ncc(C)cc1[N+](=O)[O-], COC(OC)N(C)C, CN(C)C=O. Product: CCOC(=O)C(=CN(C)C)c1ncc(C)cc1[N+](=O)[O-]. RXN SMILES: [CH2:9]([CH3:10])[O:11][C:12]([CH2:13][c:14]1[n:15][cH:16][c:17]([CH3:23])[cH:18][c:19]1[N+:20](=[O:21])[O-:22])=[O:24].[CH3:1][O:2][CH:3]([N:4]([CH3:5])[CH3:6])[O:7][CH3:8].[O:25]=[CH:26][N:27]([CH3:28])[CH3:29]>>[CH:3]([N:4]([CH3:5])[CH3:6])=[C:13]([C:12]([O:11][CH2:9][CH3:10])=[O:24])[c:14]1[n:15][cH:16][c:17]([CH3:23])[cH:18][c:19]1[N+:20](=[O:21])[O-:22].